From a dataset of the Open Reaction Database (ORD), a public repository of structured organic reaction records. describe an organic reaction: reactants, conditions, products, and yield Reactants: CCOC(=O)CC1OB(O)c2cc(Oc3cccc(OCc4ccccc4)c3)cc(C)c21, CCO. Product: CCOC(=O)CC1OB(O)c2cc(Oc3cccc(O)c3)cc(C)c21. As a reaction SMILES: [CH2:1]([CH3:2])[O:3][C:4]([CH2:5][CH:6]1[c:7]2[c:8]([cH:12][c:13]([O:17][c:18]3[cH:19][c:20]([O:24][CH2:25][c:26]4[cH:27][cH:28][cH:29][cH:30][cH:31]4)[cH:21][cH:22][cH:23]3)[cH:14][c:15]2[CH3:16])[B:9]([OH:11])[O:10]1)=[O:32].[CH3:33][CH2:34][OH:35]>>[CH2:1]([CH3:2])[O:3][C:4]([CH2:5][CH:6]1[c:7]2[c:8]([cH:12][c:13]([O:17][c:18]3[cH:19][c:20]([OH:24])[cH:21][cH:22][cH:23]3)[cH:14][c:15]2[CH3:16])[B:9]([OH:11])[O:10]1)=[O:32]. Reactants: [Sn](Cl)Cl (tin(II) chloride), C(C)(=O)CC(C)=O (acetylacetone), C(C)(=O)Cl (acetyl chloride). The solvent is C(C)OCC (diethyl ether). The product is CC(=CC(C)=O)[Sn](Cl)(Cl)Cl (1-methylbut-1-en-3-onyltin trichloride). Isolated yield 57.1%. RXN SMILES: [Sn:1]([Cl:3])[Cl:2].[C:4]([CH2:7][C:8](=[O:10])[CH3:9])(=O)[CH3:5].C([Cl:14])(=O)C>C(OCC)C>[CH3:5][C:4]([Sn:1]([Cl:14])([Cl:3])[Cl:2])=[CH:7][C:8](=[O:10])[CH3:9]. Procedure: 94.8 g (0.5 mol) of tin(II) chloride and 50 g (0.5 mol) of acetylacetone in 200 ml of diethyl ether were placed in a reactor at room temperature. 39.3 g (0.5 mol) of acetyl chloride were metered in over 15 min, the temperature rising to 36° C. After a postreaction time of 2 h at room temperature, the white crystals which had precipitated out were filtered off and washed twice with 50 ml of diethyl ether. After drying under vacuum, 88 g (57% of theory) of 1-methylbut-1-en-3-onyltin trichloride (C... Reactants: C(C)(=O)[O-] (acetate), C(C=C)(=O)OC (methyl acrylate), COC1=CC(=C(C=C1)C1C(C(C2=CC=C(C=C12)OCCC)C1=CC2=C(C=C1)OCO2)C(=O)[O-])OS(=O)(=O)C(F)(F)F (3-(4-methoxy-2-trifluoromethanesulfonyloxyphenyl)-1-(3,4-methylenedioxyphenyl)-5-(prop-1-yloxy)indane-2-carboxylate), C(C=C)(=O)OC (methyl acrylate), mixture, C1(=CC=CC=C1)P(CCCP(C1=CC=CC=C1)C1=CC=CC=C1)C1=CC=CC=C1 (1,3-bis(diphenylphosphino)propane), bis(triphenylphosphine)palladium(II). The reagents and catalysts are [Pd] (Palladium), C=1C=CC(=CC1)/C=C/C(=O)/C=C/C2=CC=CC=C2.C=1C=CC(=CC1)/C=C/C(=O)/C=C/C2=CC=CC=C2.C=1C=CC(=CC1)/C=C/C(=O)/C=C/C2=CC=CC=C2.[Pd].[Pd] (tris(dibenzylideneacetone)-dipalladium(0)). Solvent: CN(C)C=O (DMF), C(C)N(CC)CC.C(C)#N (triethylamine acetonitrile). Reaction conditions: time 10 minute. Yields the product C(=O)(O)/C=C/C1=C(C=CC(=C1)OC)C1C(C(C2=CC=C(C=C12)OCCC)C1=CC2=C(C=C1)OCO2)C(=O)O ((1RS,2SR, 3SR)-3-[2-[(E)-2-Carboxyethen-1-yl]-4-methoxyphenyl]-1-(3,4-methylenedioxyphenyl)-5-(prop-1-yloxy)indane-2carboxylic acid). As a reaction SMILES: C1(P(C2C=CC=CC=2)CCCP(C2C=CC=CC=2)C2C=CC=CC=2)C=CC=CC=1.[CH3:30][O:31][C:32]1[CH:37]=[CH:36][C:35]([CH:38]2[C:46]3[C:41](=[CH:42][CH:43]=[C:44]([O:47][CH2:48][CH2:49][CH3:50])[CH:45]=3)[CH:40]([C:51]3[CH:56]=[CH:55][C:54]4[O:57][CH2:58][O:59][C:53]=4[CH:52]=3)[CH:39]2[C:60]([O-:62])=[O:61])=[C:34](OS(C(F)(F)F)(=O)=O)[CH:33]=1.[C:71]([O:75]C)(=[O:74])[CH:72]=[CH2:73].C([O-])(=O)C>C(N(CC)CC)C.C(#N)C.CN(C=O)C.C1C=CC(/C=C/C(/C=C/C2C=CC=CC=2)=O)=CC=1.C1C=CC(/C=C/C(/C=C/C2C=CC=CC=2)=O)=CC=1.C1C=CC(/C=C/C(/C=C/C2C=CC=CC=2)=O)=CC=1.[Pd].[Pd].[Pd]>[C:71](/[CH:72]=[CH:73]/[C:34]1[CH:33]=[C:32]([O:31][CH3:30])[CH:37]=[CH:36][C:35]=1[CH:38]1[C:46]2[C:41](=[CH:42][CH:43]=[C:44]([O:47][CH2:48][CH2:49][CH3:50])[CH:45]=2)[CH:40]([C:51]2[CH:56]=[CH:55][C:54]3[O:57][CH2:58][O:59][C:53]=3[CH:52]=2)[CH:39]1[C:60]([OH:62])=[O:61])([OH:75])=[O:74] |f:4.5,7.8.9.10.11|. Procedure details: 1,3-bis(diphenylphosphino)propane (0.066 mmol), tris(dibenzylideneacetone)-dipalladium(0) (24 mg, 0.026) and bis(triphenylphosphine)palladium(II) choride (18 mg, 0.026 mmol), were dissolved in a 4:1 mixture of triethylamine/acetonitrile (5 mL) under argon. After 10 min at room temperature, a solution of methyl (1RS, 2SR, 3RS)-3-(4-methoxy-2-trifluoromethanesulfonyloxyphenyl)-1-(3,4-methylenedioxyphenyl)-5-(prop-1-yloxy)indane-2-carboxylate (160 mg, 0.26 mmol) and methyl acrylate (679 mg, 7.89 mm... Starting materials: FC1=CC=CC(=N1)C1=NN2C(C=C(C=C2)NC(=O)C2=C(C=NN2C)C(=O)O)=N1 (5-(2-(6-fluoropyridin-2-yl)-[1,2,4]triazolo[1,5-a]pyridin-7-ylcarbamoyl)-1-methyl-1H-pyrazole-4-carboxylic acid), N1CCC1 (azetidine). Product: FC1=CC=CC(=N1)C1=NN2C(C=C(C=C2)NC(=O)C=2N(N=CC2C(=O)N2CCC2)C)=N1 (4-(azetidine-1-carbonyl)-2-methyl-2H-pyrazole-3-carboxylic acid [2-(6-fluoropyridin-2-yl)-[1,2,4]triazolo[1,5-a]pyridin-7-yl]-amide). Yield: 72.7%. RXN SMILES: [F:1][C:2]1[N:7]=[C:6]([C:8]2[N:28]=[C:11]3[CH:12]=[C:13]([NH:16][C:17]([C:19]4[N:23]([CH3:24])[N:22]=[CH:21][C:20]=4[C:25](O)=[O:26])=[O:18])[CH:14]=[CH:15][N:10]3[N:9]=2)[CH:5]=[CH:4][CH:3]=1.[NH:29]1[CH2:32][CH2:31][CH2:30]1>>[F:1][C:2]1[N:7]=[C:6]([C:8]2[N:28]=[C:11]3[CH:12]=[C:13]([NH:16][C:17]([C:19]4[N:23]([CH3:24])[N:22]=[CH:21][C:20]=4[C:25]([N:29]4[CH2:32][CH2:31][CH2:30]4)=[O:26])=[O:18])[CH:14]=[CH:15][N:10]3[N:9]=2)[CH:5]=[CH:4][CH:3]=1. Procedure: The product was prepared in the same manner as described in example 3 using 5-(2-(6-fluoropyridin-2-yl)-[1,2,4]triazolo[1,5-a]pyridin-7-ylcarbamoyl)-1-methyl-1H-pyrazole-4-carboxylic acid (60 mg, 157 μmol) and azetidine (27.0 mg, 472 μmol) as starting materials. The reaction affords 4-(azetidine-1-carbonyl)-2-methyl-2H-pyrazole-3-carboxylic acid [2-(6-fluoropyridin-2-yl)-[1,2,4]triazolo[1,5-a]pyridin-7-yl]-amide (48 mg, 72.6%) as white solid. mp: 263.9° C., MS: m/z=421.0 (M+H+). The reactants are FC(CS(=O)(=O)NCCCCN1C(C2=CN=C3C=CC=C(C1=O)N32)=O)(F)F (4,5-dihydro-4-[4-[(2,2,2-trifluoro)ethanesulfonamido]butan-1-yl]-3H-1,4,8b-triazaacenaphthylene-3,5-dione), Cl (HCl). Run in CO (methanol). Product: Cl.FC(CS(=O)(=O)NCCCCN1C(C2=CN=C3C=CC=C(C1=O)N32)=O)(F)F (4,5-dihydro-4-[4-[(2,2,2-trifluoro)-ethanesulfonamido]butan-1-yl]-3H-1,4,8b-triazaacenaphthylene-3,5-dione hydrochloride). Yield: 90.6%. RXN SMILES: [F:1][C:2]([F:27])([F:26])[CH2:3][S:4]([NH:7][CH2:8][CH2:9][CH2:10][CH2:11][N:12]1[C:22](=[O:23])[C:21]2[N:24]3[C:14](=[CH:15][N:16]=[C:17]3[CH:18]=[CH:19][CH:20]=2)[C:13]1=[O:25])(=[O:6])=[O:5].[ClH:28]>CO>[ClH:28].[F:27][C:2]([F:1])([F:26])[CH2:3][S:4]([NH:7][CH2:8][CH2:9][CH2:10][CH2:11][N:12]1[C:22](=[O:23])[C:21]2[N:24]3[C:14](=[CH:15][N:16]=[C:17]3[CH:18]=[CH:19][CH:20]=2)[C:13]1=[O:25])(=[O:6])=[O:5] |f:3.4|. Procedure details: To a suspension of 440 mg (1.09 mmol) of 4,5-dihydro-4-[4-[(2,2,2-trifluoro)ethanesulfonamido]butan-1-yl]-3H-1,4,8b-triazaacenaphthylene-3,5-dione in 20 ml of methanol was added 0.15 ml of conc. HCl, and the solvent was distilled off. To the residue was added acetone, and the resulting solid product was collected by filtration, followed by washing with acetone and drying to give 435 mg of the desired compound (90.6%, colorless solid), m.p.154.0-155.0° C. The reactants are O.[O-]P(=O)([O-])[O-].[K+].[K+].[K+] (potassium phosphate tribasic monohydrate), ClC1=C(C=C(C#N)C=C1)[N+](=O)[O-] (4-chloro-3-nitrobenzonitrile), C1(=CC=CC=C1)B(O)O (phenylboronic acid), C1(CCCCC1)P(C1=C(C=CC=C1)C1=C(C=CC=C1OC)OC)C1CCCCC1 (2-dicyclohexylphosphino-2′,6′-dimethoxybiphenyl). The reagents and catalysts are C=1C=CC(=CC1)/C=C/C(=O)/C=C/C2=CC=CC=C2.C=1C=CC(=CC1)/C=C/C(=O)/C=C/C2=CC=CC=C2.C=1C=CC(=CC1)/C=C/C(=O)/C=C/C2=CC=CC=C2.[Pd].[Pd] (Pd2dba3). Run in C1(=CC=CC=C1)C (Toluene), O (water). Yields the product [N+](=O)([O-])C1=C(C=CC(=C1)C#N)C1=CC=CC=C1 (2-nitro-[1,1′-biphenyl]-4-carbonitrile). Isolated yield 72.3%. Reaction SMILES: Cl[C:2]1[CH:9]=[CH:8][C:5]([C:6]#[N:7])=[CH:4][C:3]=1[N+:10]([O-:12])=[O:11].[C:13]1(B(O)O)[CH:18]=[CH:17][CH:16]=[CH:15][CH:14]=1.C1(P(C2CCCCC2)C2C=CC=CC=2C2C(OC)=CC=CC=2OC)CCCCC1.O.[O-]P([O-])([O-])=O.[K+].[K+].[K+]>O.C1C=CC(/C=C/C(/C=C/C2C=CC=CC=2)=O)=CC=1.C1C=CC(/C=C/C(/C=C/C2C=CC=CC=2)=O)=CC=1.C1C=CC(/C=C/C(/C=C/C2C=CC=CC=2)=O)=CC=1.[Pd].[Pd].C1(C)C=CC=CC=1>[N+:10]([C:3]1[CH:4]=[C:5]([C:6]#[N:7])[CH:8]=[CH:9][C:2]=1[C:13]1[CH:18]=[CH:17][CH:16]=[CH:15][CH:14]=1)([O-:12])=[O:11] |f:3.4.5.6.7,9.10.11.12.13|. Reported procedure: 4-chloro-3-nitrobenzonitrile (10 g, 54.8 mmol), phenylboronic acid (8.68 g, 71.2 mmol), Pd2dba3 (1.002 g, 1.096 mmol) and 2-dicyclohexylphosphino-2′,6′-dimethoxybiphenyl (S-Phos) (1.797 g, 4.38 mmol) were charged into a 500 mL 3-neck flask. Toluene (250 mL) was then charged into the reaction mixture followed by potassium phosphate tribasic monohydrate (35.3 g, 153 mmol) dissolved in 60 mL of water. This mixture was degassed with nitrogen then heated at reflux overnight. The reaction mixture was ...